This data is from the Open Reaction Database (ORD), a public repository of structured organic reaction records. The task is: describe an organic reaction: reactants, conditions, products, and yield Starting materials: C=CCOC(=O)c1cnc(C#N)nc1OCC1CCC2(CC1)CC2, C1COCCN1, C1CCOC1, c1ccc(P(c2ccccc2)(c2ccccc2)[Pd](P(c2ccccc2)(c2ccccc2)c2ccccc2)(P(c2ccccc2)(c2ccccc2)c2ccccc2)P(c2ccccc2)(c2ccccc2)c2ccccc2)cc1. Yields the product N#Cc1ncc(C(=O)O)c(OCC2CCC3(CC2)CC3)n1. RXN SMILES: [CH2:1]([CH:2]=[CH2:3])[O:4][C:5](=[O:6])[c:7]1[c:8]([O:15][CH2:16][CH:17]2[CH2:18][CH2:19][C:20]3([CH2:21][CH2:22]3)[CH2:23][CH2:24]2)[n:9][c:10]([C:13]#[N:14])[n:11][cH:12]1.[CH2:25]1[NH:26][CH2:27][CH2:28][O:29][CH2:30]1.[CH2:31]1[O:32][CH2:33][CH2:34][CH2:35]1.[cH:36]1[cH:37][cH:38][c:39]([P:40]([Pd:41]([P:42]([c:43]2[cH:44][cH:45][cH:46][cH:47][cH:48]2)([c:49]2[cH:50][cH:51][cH:52][cH:53][cH:54]2)[c:55]2[cH:56][cH:57][cH:58][cH:59][cH:60]2)([P:61]([c:62]2[cH:63][cH:64][cH:65][cH:66][cH:67]2)([c:68]2[cH:69][cH:70][cH:71][cH:72][cH:73]2)[c:74]2[cH:75][cH:76][cH:77][cH:78][cH:79]2)[P:80]([c:81]2[cH:82][cH:83][cH:84][cH:85][cH:86]2)([c:87]2[cH:88][cH:89][cH:90][cH:91][cH:92]2)[c:93]2[cH:94][cH:95][cH:96][cH:97][cH:98]2)([c:99]2[cH:100][cH:101][cH:102][cH:103][cH:104]2)[c:105]2[cH:106][cH:107][cH:108][cH:109][cH:110]2)[cH:111][cH:112]1>>[O:4]=[C:5]([OH:6])[c:7]1[c:8]([O:15][CH2:16][CH:17]2[CH2:18][CH2:19][C:20]3([CH2:21][CH2:22]3)[CH2:23][CH2:24]2)[n:9][c:10]([C:13]#[N:14])[n:11][cH:12]1. Starting materials: BrC(C(=O)OC)C (methyl 2-bromopropionate), OC=1C=CC=C2C=CC=NC12 (8-hydroxyquinoline), [I-].[K+] (potassium iodide), C([O-])([O-])=O.[K+].[K+] (potassium carbonate). Run in CC(CC)=O (butan-2-one), O (water), CC(CC)=O (butan-2-one). Product: N1=CC=CC2=CC=CC(=C12)OC(C(=O)OC)C (methyl 2-(8-quinolinoxy)-propionate). As a reaction SMILES: [OH:1][C:2]1[CH:3]=[CH:4][CH:5]=[C:6]2[C:11]=1[N:10]=[CH:9][CH:8]=[CH:7]2.C(=O)([O-])[O-].[K+].[K+].[I-].[K+].Br[CH:21]([CH3:26])[C:22]([O:24][CH3:25])=[O:23]>CC(=O)CC.O>[N:10]1[C:11]2[C:6](=[CH:5][CH:4]=[CH:3][C:2]=2[O:1][CH:21]([CH3:26])[C:22]([O:24][CH3:25])=[O:23])[CH:7]=[CH:8][CH:9]=1 |f:1.2.3,4.5|. Reported procedure: 23.2 g of 8-hydroxyquinoline are dissolved in 400 ml of butan-2-one, under the influence of heat, and 30 g of potassium carbonate are added in portions. The mixture is refluxed for one hour. 2 g of potassium iodide are then added dropwise, followed by 40 g of methyl 2-bromopropionate in 100 ml of butan-2-one in the course of one hour, with stirring and boiling. The mixture is then refluxed for another 10 hours. After cooling to room temperature, the mixture is poured onto 1 liter of water and ex... Reactants: CCOC(=O)c1c(O)c2cnc(S(C)(=O)=O)nc2n(C)c1=O, C1CCNC1, CCO. The product is CCOC(=O)c1c(O)c2cnc(N3CCCC3)nc2n(C)c1=O. Reaction SMILES: [CH2:1]([CH3:2])[O:3][C:4](=[O:5])[c:6]1[c:7]([OH:22])[c:8]2[c:9]([n:10][c:11]([S:14]([CH3:15])(=[O:16])=[O:17])[n:12][cH:13]2)[n:18]([CH3:21])[c:19]1=[O:20].[CH2:23]1[CH2:24][CH2:25][NH:26][CH2:27]1.[CH3:28][CH2:29][OH:30]>>[CH2:1]([CH3:2])[O:3][C:4](=[O:5])[c:6]1[c:7]([OH:22])[c:8]2[c:9]([n:10][c:11]([N:26]3[CH2:25][CH2:24][CH2:23][CH2:27]3)[n:12][cH:13]2)[n:18]([CH3:21])[c:19]1=[O:20]. The reactants are O=C(n1ccnc1)n1ccnc1, CC1(C)Cc2cc(C(=O)O)ccc2NC1c1cncc(N2CCOCC2)c1, CN(C)C=O, NS(=O)(=O)C1CC1, [H-], [Na+]. Product: CC1(C)Cc2cc(C(=O)NS(=O)(=O)C3CC3)ccc2NC1c1cncc(N2CCOCC2)c1. Reaction SMILES: [C:37]([n:38]1[cH:39][cH:40][n:41][cH:42]1)([n:43]1[cH:44][cH:45][n:46][cH:47]1)=[O:48].[CH3:10][C:11]1([CH3:36])[CH:12]([c:24]2[cH:25][n:26][cH:27][c:28]([N:30]3[CH2:31][CH2:32][O:33][CH2:34][CH2:35]3)[cH:29]2)[NH:13][c:14]2[cH:15][cH:16][c:17]([C:21](=[O:22])[OH:23])[cH:18][c:19]2[CH2:20]1.[CH3:49][N:50]([CH3:51])[CH:52]=[O:53].[CH:3]1([S:6](=[O:7])(=[O:8])[NH2:9])[CH2:4][CH2:5]1.[H-:1].[Na+:2]>>[CH:3]1([S:6](=[O:7])(=[O:8])[NH:9][C:21]([c:17]2[cH:16][cH:15][c:14]3[c:19]([cH:18]2)[CH2:20][C:11]([CH3:10])([CH3:36])[CH:12]([c:24]2[cH:25][n:26][cH:27][c:28]([N:30]4[CH2:31][CH2:32][O:33][CH2:34][CH2:35]4)[cH:29]2)[NH:13]3)=[O:22])[CH2:4][CH2:5]1. Starting materials: COC=1C=C(C(=NC1OC)C#N)C (5,6-dimethoxy-3-methylpyridine-2-carbonitrile), Cl (HCl). Reagents/catalysts: [OH-].[OH-].[Pd+2] (Pearlman's catalyst). The solvent is CO (MeOH). Reaction conditions: time 8 hour. The product is COC=1C=C(C(=NC1OC)CN)C (1-(5,6-dimethoxy-3-methylpyridin-2-yl)methanamine). As a reaction SMILES: [CH3:1][O:2][C:3]1[CH:4]=[C:5]([CH3:13])[C:6]([C:11]#[N:12])=[N:7][C:8]=1[O:9][CH3:10].Cl>CO.[OH-].[OH-].[Pd+2]>[CH3:1][O:2][C:3]1[CH:4]=[C:5]([CH3:13])[C:6]([CH2:11][NH2:12])=[N:7][C:8]=1[O:9][CH3:10] |f:3.4.5|. Procedure: To a solution of 5,6-dimethoxy-3-methylpyridine-2-carbonitrile (1-6e, 577 mg, 3.24 mmol) in MeOH (27 mL) was added Pearlman's catalyst (455 mg, 0.648 mmol, 20 weight percent) and concentrated HCl (2.13 mL, 25.9 mmol, 12M). The system was then stirred under an atmosphere of hydrogen (45 psi) overnight. The reaction contents were filtered through a pad of celite and methanol was removed in vacuo. The crude mixture was then basified using saturated Na2CO3 and then extracted using 4:1 Chloroform:Eth...